Dataset: the Open Reaction Database (ORD), a public repository of structured organic reaction records. Task: describe an organic reaction: reactants, conditions, products, and yield The reactants are Cc1[nH]c(C(=O)NC2CCN(C(=O)OC(C)(C)C)CC2)c(Cl)c1Cl, ClCCl, O=C(O)C(F)(F)F. Product: Cc1[nH]c(C(=O)NC2CC[NH2+]CC2)c(Cl)c1Cl, O=C([O-])C(F)(F)F. RXN SMILES: [Cl:1][c:2]1[c:3]([C:9](=[O:10])[NH:11][CH:12]2[CH2:13][CH2:14][N:15]([C:18]([O:19][C:20]([CH3:21])([CH3:22])[CH3:23])=[O:24])[CH2:16][CH2:17]2)[nH:4][c:5]([CH3:8])[c:6]1[Cl:7].[Cl:32][CH2:33][Cl:34].[F:25][C:26]([C:27](=[O:28])[OH:29])([F:30])[F:31]>>[Cl:1][c:2]1[c:3]([C:9](=[O:10])[NH:11][CH:12]2[CH2:13][CH2:14][NH2+:15][CH2:16][CH2:17]2)[nH:4][c:5]([CH3:8])[c:6]1[Cl:7].[F:25][C:26]([C:27](=[O:28])[O-:29])([F:30])[F:31]. The reactants are OCC1=CN=CN1CCOC (5-hydroxymethyl-1-(2-methoxyethyl)imidazole), S(=O)(Cl)Cl (thionyl chloride). Reaction conditions: temperature 80 celsius, time 1 hour. Product: Cl.ClCC1=CN=CN1CCOC (5-chloromethyl-1-(2-methoxyethyl)imidazole hydrochloride). RXN SMILES: O[CH2:2][C:3]1[N:7]([CH2:8][CH2:9][O:10][CH3:11])[CH:6]=[N:5][CH:4]=1.S(Cl)([Cl:14])=O>>[ClH:14].[Cl:14][CH2:2][C:3]1[N:7]([CH2:8][CH2:9][O:10][CH3:11])[CH:6]=[N:5][CH:4]=1 |f:2.3|. Reported procedure: 5-hydroxymethyl-1-(2-methoxyethyl)imidazole (2.8 g) was added to thionyl chloride (8.4 ml), and the mixture was stirred for 1 hour at 80° C. The solvent was removed under reduced pressure, and the obtained residue was washed with ethyl acetate, to give 5-chloromethyl-1-(2-methoxyethyl)imidazole hydrochloride (3.2 g). Reactants: CCCC1CCC(C2CCC(C(=O)O)CC2)CC1, CO, Cc1ccccc1, O, O=S(=O)(O)O. Yields the product CCCC1CCC(C2CCC(C(=O)OC)CC2)CC1. As a reaction SMILES: [CH2:8]([CH2:9][CH3:10])[CH:11]1[CH2:12][CH2:13][CH:14]([CH:17]2[CH2:18][CH2:19][CH:20]([C:23](=[O:24])[OH:25])[CH2:21][CH2:22]2)[CH2:15][CH2:16]1.[CH3:1][OH:2].[CH3:27][c:28]1[cH:29][cH:30][cH:31][cH:32][cH:33]1.[OH2:26].[S:3](=[O:4])(=[O:5])([OH:6])[OH:7]>>[CH3:1][O:24][C:23]([CH:20]1[CH2:19][CH2:18][CH:17]([CH:14]2[CH2:13][CH2:12][CH:11]([CH2:8][CH2:9][CH3:10])[CH2:16][CH2:15]2)[CH2:22][CH2:21]1)=[O:25]. Starting materials: O1C2=C(N(CC1)CCCNC=1C=C(C=CC1)CC(C(=O)O)OCC)C=CC=C2 (3-[3-{3-(3,4-Dihydro-2H-benzo[b][1,4]oxazin-4-yl)propylamino}phenyl]-2-ethoxypropanoic acid), N[C@@H](CCCNC(N)=N)C(=O)O (L-arginine). The solvent is CO (methanol). Conditions: time 2.5 hour. Yields the product N[C@@H](CCCNC(N)=N)C(=O)O.O1C2=C(N(CC1)CCCNC=1C=C(C=CC1)CC(C(=O)O)OCC)C=CC=C2 (3-[3-{3-(3,4-Dihydro-2H-benzo[b][1,4]oxazin-4-yl)propylamino}phenyl]-2-ethoxypropanoic acid arginine salt). As a reaction SMILES: [O:1]1[CH2:6][CH2:5][N:4]([CH2:7][CH2:8][CH2:9][NH:10][C:11]2[CH:12]=[C:13]([CH2:17][CH:18]([O:22][CH2:23][CH3:24])[C:19]([OH:21])=[O:20])[CH:14]=[CH:15][CH:16]=2)[C:3]2[CH:25]=[CH:26][CH:27]=[CH:28][C:2]1=2.[NH2:29][C@H:30]([C:38]([OH:40])=[O:39])[CH2:31][CH2:32][CH2:33][NH:34][C:35](=[NH:37])[NH2:36]>CO>[NH2:29][C@H:30]([C:38]([OH:40])=[O:39])[CH2:31][CH2:32][CH2:33][NH:34][C:35](=[NH:36])[NH2:37].[O:1]1[CH2:6][CH2:5][N:4]([CH2:7][CH2:8][CH2:9][NH:10][C:11]2[CH:12]=[C:13]([CH2:17][CH:18]([O:22][CH2:23][CH3:24])[C:19]([OH:21])=[O:20])[CH:14]=[CH:15][CH:16]=2)[C:3]2[CH:25]=[CH:26][CH:27]=[CH:28][C:2]1=2 |f:3.4|. Reported procedure: 3-[3-{3-(3,4-Dihydro-2H-benzo[b][1,4]oxazin-4-yl)propylamino}phenyl]-2-ethoxypropanoic acid (90 mg, 1 eq, 0.23 mmol) obtained in example 14, and L-arginine (40.8 mg, 1 eq, 0.23 mmol) were taken in dry methanol (5 ml), and stirred at RT for 2-3 h. The solvent was removed on rotavapour followed by benzene azeotrope. The residue was dried under high vacuum pump to yield the title compound as a free flowing solid (yield 100%), mp: 178-180° C. Reactants: [Br-].COCCOCCOC(=O)C[P+](C1=CC=CC=C1)(C1=CC=CC=C1)C1=CC=CC=C1 ([[[2-(2-methoxyethoxy)ethoxy]carbonyl]methyl]triphenylphosphonium bromide), [OH-].[Na+] (sodium hydroxide). The solvent is O (water). Yields the product COCCOCCOC(=O)C=P(C1=CC=CC=C1)(C1=CC=CC=C1)C1=CC=CC=C1 ([[[2-(2-methoxy-ethoxy)ethoxy]carbonyl]methylene]triphenylphosphorane). Reaction SMILES: [Br-].[CH3:2][O:3][CH2:4][CH2:5][O:6][CH2:7][CH2:8][O:9][C:10]([CH2:12][P+:13]([C:26]1[CH:31]=[CH:30][CH:29]=[CH:28][CH:27]=1)([C:20]1[CH:25]=[CH:24][CH:23]=[CH:22][CH:21]=1)[C:14]1[CH:19]=[CH:18][CH:17]=[CH:16][CH:15]=1)=[O:11].[OH-].[Na+]>O>[CH3:2][O:3][CH2:4][CH2:5][O:6][CH2:7][CH2:8][O:9][C:10]([CH:12]=[P:13]([C:26]1[CH:31]=[CH:30][CH:29]=[CH:28][CH:27]=1)([C:20]1[CH:25]=[CH:24][CH:23]=[CH:22][CH:21]=1)[C:14]1[CH:15]=[CH:16][CH:17]=[CH:18][CH:19]=1)=[O:11] |f:0.1,2.3|. Procedure details: A solution of 21 g (41.7 mmol) of [[[2-(2-methoxyethoxy)ethoxy]carbonyl]methyl]triphenylphosphonium bromide in 600 ml of water was treated dropwise with about 50 ml of 1N sodium hydroxide solution up to an alkaline reaction. The reaction mixture was extracted with 500 ml of methylene chloride. The organic phase was dried over sodium sulphate and concentrated. There was obtained [[[2-(2-methoxy-ethoxy)ethoxy]carbonyl]methylene]triphenylphosphorane. Reactants: Cn1c(CCc2ccc(C#N)cc2)nc2cc(C(=O)NN3CCC(NC(=O)c4ccccc4)CC3)ccc21, CO. Product: Cn1c(CCc2ccc(CN)cc2)nc2cc(C(=O)NN3CCC(NC(=O)c4ccccc4)CC3)ccc21. Reaction SMILES: [C:1]([c:2]1[cH:3][cH:4][cH:5][cH:6][cH:7]1)(=[O:8])[NH:9][CH:10]1[CH2:11][CH2:12][N:13]([NH:16][C:17](=[O:18])[c:19]2[cH:20][c:21]3[c:22]([n:23]([CH3:36])[c:24]([CH2:26][CH2:27][c:28]4[cH:29][cH:30][c:31]([C:34]#[N:35])[cH:32][cH:33]4)[n:25]3)[cH:37][cH:38]2)[CH2:14][CH2:15]1.[CH3:39][OH:40]>>[C:1]([c:2]1[cH:3][cH:4][cH:5][cH:6][cH:7]1)(=[O:8])[NH:9][CH:10]1[CH2:11][CH2:12][N:13]([NH:16][C:17](=[O:18])[c:19]2[cH:20][c:21]3[c:22]([n:23]([CH3:36])[c:24]([CH2:26][CH2:27][c:28]4[cH:29][cH:30][c:31]([CH2:34][NH2:35])[cH:32][cH:33]4)[n:25]3)[cH:37][cH:38]2)[CH2:14][CH2:15]1.